From a dataset of the Open Reaction Database (ORD), a public repository of structured organic reaction records. describe an organic reaction: reactants, conditions, products, and yield Reactants: C1(=CC=CC=C1)P(C1=CC=CC=C1)C1=CC=CC=C1 (triphenylphosphine), C1CCOC1 (THF), N(=[N+]=[N-])[C@@H]([C@H](C)O)C1=CC(=C(C(=C1)F)F)F ((1R,2S)-1-azido-1-(3,4,5-trifluorophenyl)propan-2-ol), C(C)(C)(C)OC(OC(C)(C)C)=O (di-tert-butylcarbonate). Run in O (water). Run at time 10 minute. Yields the product C(C)(C)(C)OC(N[C@@H]([C@H](C)O)C1=CC(=C(C(=C1)F)F)F)=O ([(1R,2S)-2-hydroxy-1-(3,4,5-trifluorophenyl)propyl]carbamic acid tert-butyl ester). Yield: 86.3%. As a reaction SMILES: C1(P(C2C=CC=CC=2)C2C=CC=CC=2)C=CC=CC=1.C1COCC1.[N:25]([C@H:28]([C:32]1[CH:37]=[C:36]([F:38])[C:35]([F:39])=[C:34]([F:40])[CH:33]=1)[C@@H:29]([OH:31])[CH3:30])=[N+]=[N-].[C:41]([O:45][C:46](=O)[O:47]C(C)(C)C)([CH3:44])([CH3:43])[CH3:42]>O>[C:41]([O:45][C:46](=[O:47])[NH:25][C@H:28]([C:32]1[CH:37]=[C:36]([F:38])[C:35]([F:39])=[C:34]([F:40])[CH:33]=1)[C@@H:29]([OH:31])[CH3:30])([CH3:44])([CH3:43])[CH3:42]. Procedure: In nitrogen atmosphere, triphenylphosphine (5.85 g) was added to a THF solution (75 mL) of (1R,2S)-1-azido-1-(3,4,5-trifluorophenyl)propan-2-ol (5.16 g). This reaction solution was stirred at room temperature for 10 min, then water (5 mL) was added the reaction solution. This mixture was stirred at 60° C. for 3.5 hr. The reaction solution was cooled to room temperature, and then di-tert-butylcarbonate (5.35 g) was added to the reaction solution. The resulting reaction solution was stirred at roo... Starting materials: C(CCC#C)(=O)OC (methyl 4-pentynoate), FC=1C(=C2/C(/C(NC2=CC1)=O)=C/C=1NC=CC1OC)I ((Z)-1,3-dihydro-5-fluoro-4-iodo-3-[(3-methoxy-1H-pyrrol-2-yl)methylene]-2H-indol-2-one), FC=1C(=C2/C(/C(NC2=CC1)=O)=C/C=1NC=CC1OC)I ((Z)-1,3-dihydro-5-fluoro-4-iodo-3-[(3-methoxy-1H-pyrrol-2-yl)methylene]-2H-indol-2-one). Reagents/catalysts: C=1C=CC(=CC1)[P](C=2C=CC=CC2)(C=3C=CC=CC3)[Pd]([P](C=4C=CC=CC4)(C=5C=CC=CC5)C=6C=CC=CC6)([P](C=7C=CC=CC7)(C=8C=CC=CC8)C=9C=CC=CC9)[P](C=1C=CC=CC1)(C=1C=CC=CC1)C=1C=CC=CC1 ((Ph3P)4Pd). The solvent is CCN(CC)CC (Et3N), CN(C)C=O (DMF). Product: COC(CCC#CC1=C2/C(/C(NC2=CC=C1F)=O)=C/C=1NC=CC1OC)=O ((Z)-5-[2,3-Dihydro-5-fluoro-3-[(3-methoxy-1H-pyrrol-2-yl)methylene]-2-oxo-1H-indol-4-yl]-4-pentynoic acid methyl ester). Reaction SMILES: [C:1]([O:7][CH3:8])(=[O:6])[CH2:2][CH2:3][C:4]#[CH:5].[F:9][C:10]1[C:11](I)=[C:12]2[C:16](=[CH:17][CH:18]=1)[NH:15][C:14](=[O:19])/[C:13]/2=[CH:20]\[C:21]1[NH:22][CH:23]=[CH:24][C:25]=1[O:26][CH3:27]>C1C=CC([P]([Pd]([P](C2C=CC=CC=2)(C2C=CC=CC=2)C2C=CC=CC=2)([P](C2C=CC=CC=2)(C2C=CC=CC=2)C2C=CC=CC=2)[P](C2C=CC=CC=2)(C2C=CC=CC=2)C2C=CC=CC=2)(C2C=CC=CC=2)C2C=CC=CC=2)=CC=1.CN(C=O)C.CCN(CC)CC>[CH3:8][O:7][C:1](=[O:6])[CH2:2][CH2:3][C:4]#[C:5][C:11]1[C:10]([F:9])=[CH:18][CH:17]=[C:16]2[C:12]=1/[C:13](=[CH:20]/[C:21]1[NH:22][CH:23]=[CH:24][C:25]=1[O:26][CH3:27])/[C:14](=[O:19])[NH:15]2 |^1:32,34,53,72|. Procedure: Using Method C above, 4-pentynoic acid methyl ester (75.7 mg, 0.68 5 mmol) (see Example 8, supra) was coupled with (Z)-1,3-dihydro-5-fluoro-4-iodo-3-[(3-methoxy-1H-pyrrol-2-yl)methylene]-2H-indol-2-one (100 mg, 0.26 mmol) (Starting Material 6, supra) using (Ph3P)4Pd (31.2 mg) and Cul (5.0 mg) as catalyst in DMF (4 mL) and Et3N (4 mL) as solvent at 80° C. for 7 h to yield (Z)-5-[2,3-Dihydro-5-fluoro-3-[(3-methoxy-1H-pyrrol-2-yl)methylene]-2-oxo-1H-indol-4-yl]-4-pentynoic acid methyl ester. (Yield... Reactants: O=C1CCC(=O)N1Br, N#Cc1cccc2oc(-c3cccnc3N)nc12, C1CCOC1. Yields the product N#Cc1cccc2oc(-c3cc(Br)cnc3N)nc12. Reaction SMILES: [Br:1][N:2]1[C:3](=[O:4])[CH2:5][CH2:6][C:7]1=[O:8].[NH2:9][c:10]1[n:11][cH:12][cH:13][cH:14][c:15]1-[c:16]1[o:17][c:18]2[c:19]([n:20]1)[c:21]([C:25]#[N:26])[cH:22][cH:23][cH:24]2.[O:27]1[CH2:28][CH2:29][CH2:30][CH2:31]1>>[Br:1][c:13]1[cH:12][n:11][c:10]([NH2:9])[c:15](-[c:16]2[o:17][c:18]3[c:19]([n:20]2)[c:21]([C:25]#[N:26])[cH:22][cH:23][cH:24]3)[cH:14]1. Reactants: CCOC(=O)C=CC1(O[SiH](C)C)CC(C(C)(C)C)CN1C(=O)OC(C)(C)C, C, CCO, [Pd]. Product: CCOC(=O)CCC1(O[SiH](C)C)CC(C(C)(C)C)CN1C(=O)OC(C)(C)C. As a reaction SMILES: [C:1]([CH3:2])([CH3:3])([CH3:4])[CH:5]1[CH2:6][C:7]([CH:17]=[CH:18][C:19](=[O:20])[O:21][CH2:22][CH3:23])([O:24][SiH:25]([CH3:26])[CH3:27])[N:8]([C:10](=[O:11])[O:12][C:13]([CH3:14])([CH3:15])[CH3:16])[CH2:9]1.[C:31].[CH3:28][CH2:29][OH:30].[Pd:32]>>[C:1]([CH3:2])([CH3:3])([CH3:4])[CH:5]1[CH2:6][C:7]([CH2:17][CH2:18][C:19](=[O:20])[O:21][CH2:22][CH3:23])([O:24][SiH:25]([CH3:26])[CH3:27])[N:8]([C:10](=[O:11])[O:12][C:13]([CH3:14])([CH3:15])[CH3:16])[CH2:9]1.